From a dataset of the Open Reaction Database (ORD), a public repository of structured organic reaction records. describe an organic reaction: reactants, conditions, products, and yield The reactants are FC1=CC=C(C=C1)C1(CC1)C(=O)O (1-(4-fluorophenyl)cyclopropanecarboxylic acid), C(C)N[C@@H]1CCC=2N(C3=CC=CC=C3C2CC(=O)OCCC)C1 (propyl [(7R)-7-(ethylamino)-6,7,8,9-tetrahydropyrido[1,2-a]indol-10-yl]acetate). Yields the product C(C)N([C@@H]1CCC=2N(C3=CC=CC=C3C2CC(=O)O)C1)C(=O)C1(CC1)C1=CC=C(C=C1)F (((7R)-7-{Ethyl-[1-(4-fluoro-phenyl)-cyclopropanecarbonyl]-amino}-6,7,8,9-tetrahydro-pyrido[1,2-a]indol-10-yl)-acetic acid). Reaction SMILES: [F:1][C:2]1[CH:7]=[CH:6][C:5]([C:8]2([C:11]([OH:13])=O)[CH2:10][CH2:9]2)=[CH:4][CH:3]=1.[CH2:14]([NH:16][C@H:17]1[CH2:36][N:21]2[C:22]3[C:27]([C:28]([CH2:29][C:30]([O:32]CCC)=[O:31])=[C:20]2[CH2:19][CH2:18]1)=[CH:26][CH:25]=[CH:24][CH:23]=3)[CH3:15]>>[CH2:14]([N:16]([C:11]([C:8]1([C:5]2[CH:4]=[CH:3][C:2]([F:1])=[CH:7][CH:6]=2)[CH2:9][CH2:10]1)=[O:13])[C@H:17]1[CH2:36][N:21]2[C:22]3[C:27]([C:28]([CH2:29][C:30]([OH:32])=[O:31])=[C:20]2[CH2:19][CH2:18]1)=[CH:26][CH:25]=[CH:24][CH:23]=3)[CH3:15]. Reported procedure: The title compound was prepared using analogous procedures described in Example 1 (Method A) from 1-(4-fluorophenyl)cyclopropanecarboxylic acid and propyl [(7R)-7-(ethylamino)-6,7,8,9-tetrahydropyrido[1,2-a]indol-10-yl]acetate. MS (+ESI) m/z: 435. Reactants: C[Si](CCS(=O)(=O)N1C=CC2=CC(=CC=C12)CO)(C)C ([1-(2-trimethylsilanyl-ethanesulfonyl)-1H-indol-5-yl]-methanol). Reagents/catalysts: [O-2].[O-2].[Mn+4] (manganese dioxide). The solvent is C(Cl)Cl (methylene chloride). Conditions: temperature 0 celsius, time 30 minute. Yields the product C[Si](CCS(=O)(=O)N1C=CC2=CC(=CC=C12)C=O)(C)C (1-(2-Trimethylsilanyl-ethanesulfonyl)-1H-indole-5-carbaldehyde). Yield: 86.3%. As a reaction SMILES: [CH3:1][Si:2]([CH3:20])([CH3:19])[CH2:3][CH2:4][S:5]([N:8]1[C:16]2[C:11](=[CH:12][C:13]([CH2:17][OH:18])=[CH:14][CH:15]=2)[CH:10]=[CH:9]1)(=[O:7])=[O:6]>C(Cl)Cl.[O-2].[O-2].[Mn+4]>[CH3:1][Si:2]([CH3:20])([CH3:19])[CH2:3][CH2:4][S:5]([N:8]1[C:16]2[C:11](=[CH:12][C:13]([CH:17]=[O:18])=[CH:14][CH:15]=2)[CH:10]=[CH:9]1)(=[O:7])=[O:6] |f:2.3.4|. Procedure: A solution of [1-(2-trimethylsilanyl-ethanesulfonyl)-1H-indol-5-yl]-methanol (2.1 g, 6.74 mmol) in methylene chloride (30 mL) was added at 0° C. to a mixture of activated manganese dioxide (22 g, azeotropically dried with toluene (2×)) and methylene chloride (70 mL) in a 500 mL round bottom flask. The reaction mixture was stirred at 0° C. for 30 min and filtered through a pad of celite. Solvents were removed in vacuo to afford the title compound as a white solid (1.8 g, 80%). 1H-NMR (CDCl3, 500 ...